Dataset: the Open Reaction Database (ORD), a public repository of structured organic reaction records. Task: describe an organic reaction: reactants, conditions, products, and yield Starting materials: ClC1=C(C=O)C(=CC(=C1)O)Cl (2,6-dichloro-4-hydroxybenzaldehyde), C(Cl)C1CO1 (epichlorohydrin). Run in [OH-].[Na+] (sodium hydroxide). Conditions: time 3 hour. Yields the product ClC1=C(C=O)C(=CC(=C1)OCC1CO1)Cl (2,6-Dichloro-4-(2,3 epoxypropoxy)benzaldehyde). RXN SMILES: [Cl:1][C:2]1[CH:9]=[C:8]([OH:10])[CH:7]=[C:6]([Cl:11])[C:3]=1[CH:4]=[O:5].[CH2:12]([CH:14]1[O:16][CH2:15]1)Cl>[OH-].[Na+]>[Cl:1][C:2]1[CH:9]=[C:8]([O:10][CH2:12][CH:14]2[O:16][CH2:15]2)[CH:7]=[C:6]([Cl:11])[C:3]=1[CH:4]=[O:5] |f:2.3|. Procedure: To a stirred solution of 2,6-dichloro-4-hydroxybenzaldehyde (3.0 gm 0.0167 m) in 1.5N sodium hydroxide (25 m) at 50° is added epichlorohydrin (4.4 gm, 0.048 m). After stirring at 50° for 3 hours, the solution is cooled and extracted with chloroform. The chloroform is dried over anhydrous sodium sulfate, filtered and concentrated to 2,6-dichloro4-(2,3-epoxypropoxy)-benzaldehyde (3 g) which is used without further purification. Reactants: ClC(C(=O)OCC)C(=O)C (ethyl 2-chloroacetoacetate), COC1=CC=C(C(=N)N)C=C1 (4-methoxybenzamidine). Solvent: C(Cl)(Cl)Cl (CHCl3), C(Cl)(Cl)Cl (CHCl3). Conditions: time 8 hour. Yields the product ClC=1C(=NC=NC1O)C (5-Chloro-6-hydroxy-4-methylpyrimidine). The yield is 37.2%. RXN SMILES: [Cl:1][CH:2]([C:8]([CH3:10])=O)[C:3](OCC)=[O:4].COC1C=CC([C:17]([NH2:19])=[NH:18])=CC=1>C(Cl)(Cl)Cl>[Cl:1][C:2]1[C:8]([CH3:10])=[N:18][CH:17]=[N:19][C:3]=1[OH:4]. Procedure: Under N2, a solution of ethyl 2-chloroacetoacetate (1.8 ml, d=1.15, 0.013 mol) in CHCl3 (50 ml) was added dropwise to a solution 4-methoxybenzamidine (3.9 g, 0.026 mol) in CHCl3 (100 ml). After stirring overnight, the reaction mixture was filtered and the filtrate was washed with dilute NaOH solution. The aqueous layer was extracted with CH2Cl2 (3×) and the organic layer was dried, filtered and concentrated to dryness. The residue was chromatographed on silica gel and the product was eluted with... Procedure: In order to produce the citrate, the more nonpolar diastereoisomer of 1-(4-dimethylamino-4-phenylcyclohexylmethyl)-3-[2-(1H-indol-3-yl)ethyl]thiourea (253 mg, 0.582 mmole) was dissolved in ethanol (4 ml) at RT and combined with a solution of citric acid (123 mg, 0.588 mmole) in ethanol (1 ml). After 2 h, the batch was combined with 20 ml ether and stirred for 18 h. The resultant solid was filtered out, washed with ether (3×2 ml) and dried. The nonpolar diastereoisomer of 1-(4-dimethylamino-4-phe... Reactants: C(CC(O)(C(=O)[O-])CC(=O)[O-])(=O)[O-] (citrate), CN(C1(CCC(CC1)CNC(=S)NCCC1=CNC2=CC=CC=C12)C1=CC=CC=C1)C (1-(4-dimethylamino-4-phenylcyclohexylmethyl)-3-[2-(1H-indol-3-yl)ethyl]thiourea), CCOCC (ether), C(CC(O)(C(=O)O)CC(=O)O)(=O)O (citric acid). Solvent: C(C)O (ethanol), C(C)O (ethanol). Run at time 2 hour. As a reaction SMILES: [C:1]([O-:13])(=[O:12])[CH2:2][C:3]([CH2:8][C:9]([O-:11])=[O:10])([C:5]([O-:7])=[O:6])[OH:4].[CH3:14][N:15]([CH3:44])[C:16]1([C:38]2[CH:43]=[CH:42][CH:41]=[CH:40][CH:39]=2)[CH2:21][CH2:20][CH:19]([CH2:22][NH:23][C:24]([NH:26][CH2:27][CH2:28][C:29]2[C:37]3[C:32](=[CH:33][CH:34]=[CH:35][CH:36]=3)[NH:31][CH:30]=2)=[S:25])[CH2:18][CH2:17]1.C(O)(=O)CC(CC(O)=O)(C(O)=O)O.CCOCC>C(O)C>[C:1]([OH:13])(=[O:12])[CH2:2][C:3]([CH2:8][C:9]([OH:11])=[O:10])([C:5]([OH:7])=[O:6])[OH:4].[CH3:44][N:15]([CH3:14])[C:16]1([C:38]2[CH:43]=[CH:42][CH:41]=[CH:40][CH:39]=2)[CH2:21][CH2:20][CH:19]([CH2:22][NH:23][C:24]([NH:26][CH2:27][CH2:28][C:29]2[C:37]3[C:32](=[CH:33][CH:34]=[CH:35][CH:36]=3)[NH:31][CH:30]=2)=[S:25])[CH2:18][CH2:17]1 |f:5.6|. The product is C(CC(O)(C(=O)O)CC(=O)O)(=O)O.CN(C1(CCC(CC1)CNC(=S)NCCC1=CNC2=CC=CC=C12)C1=CC=CC=C1)C (1-(4-dimethylamino-4-phenylcyclohexylmethyl)-3-[2-(1H-indol-3-yl)ethyl]-thiourea citrate). Starting materials: C1(CC1)N1CCC(CC1)C(=N)NO (1-cyclopropyl-N-hydroxypiperidine-4-carboxamidine), C(C1=CC=CC=C1)(=O)C1=CC=C(C(=O)Cl)C=C1 (4-benzoylbenzoyl chloride). Yields the product C1(CC1)N1CCC(CC1)C1=NOC(=N1)C1=CC=C(C=C1)C(=O)C1=CC=CC=C1 ({4-[3-(1-Cyclopropylpiperidin-4-yl)[1,2,4]oxadiazol-5-yl]phenyl}phenylmethanone). As a reaction SMILES: [CH:1]1([N:4]2[CH2:9][CH2:8][CH:7]([C:10]([NH:12][OH:13])=[NH:11])[CH2:6][CH2:5]2)[CH2:3][CH2:2]1.[C:14]([C:22]1[CH:30]=[CH:29][C:25]([C:26](Cl)=O)=[CH:24][CH:23]=1)(=[O:21])[C:15]1[CH:20]=[CH:19][CH:18]=[CH:17][CH:16]=1>>[CH:1]1([N:4]2[CH2:9][CH2:8][CH:7]([C:10]3[N:11]=[C:26]([C:25]4[CH:29]=[CH:30][C:22]([C:14]([C:15]5[CH:20]=[CH:19][CH:18]=[CH:17][CH:16]=5)=[O:21])=[CH:23][CH:24]=4)[O:13][N:12]=3)[CH2:6][CH2:5]2)[CH2:2][CH2:3]1. Reported procedure: The title compound was prepared by a similar procedure to that described in Example 35a, starting from 1-cyclopropyl-N-hydroxypiperidine-4-carboxamidine and 4-benzoylbenzoyl chloride. The reactants are O=C([O-])O, CCO, ClCCl, I, Nc1ccc2c(ccn2CCN2CCCCC2)c1, [Na+], CSC(=N)c1cccs1. Yields the product N=C(Nc1ccc2c(ccn2CCN2CCCCC2)c1)c1cccs1. Reaction SMILES: [C:35](=[O:36])([OH:37])[O-:38].[CH3:32][CH2:33][OH:34].[Cl:29][CH2:30][Cl:31].[IH:19].[N:1]1([CH2:7][CH2:8][n:9]2[cH:10][cH:11][c:12]3[cH:13][c:14]([NH2:18])[cH:15][cH:16][c:17]23)[CH2:2][CH2:3][CH2:4][CH2:5][CH2:6]1.[Na+:39].[s:20]1[c:21]([C:25](=[NH:26])[S:27][CH3:28])[cH:22][cH:23][cH:24]1>>[N:1]1([CH2:7][CH2:8][n:9]2[cH:10][cH:11][c:12]3[cH:13][c:14]([NH:18][C:25]([c:21]4[s:20][cH:24][cH:23][cH:22]4)=[NH:26])[cH:15][cH:16][c:17]23)[CH2:2][CH2:3][CH2:4][CH2:5][CH2:6]1. Starting materials: [OH-].[K+] (potassium hydroxide), C(C1=CC=CC=C1)(=O)OC1CC(N(C(C1)(C)C)OCCCCCCCCON1C(CC(CC1(C)C)OC(C1=CC=CC=C1)=O)(C)C)(C)C (1,8-Bis(4-benzoyloxy-2,2,6,6-tetramethylpiperidin-1-yl-oxy)octane). The solvent is C(C)O (ethanol). Yields the product OC1CC(N(C(C1)(C)C)OCCCCCCCCON1C(CC(CC1(C)C)O)(C)C)(C)C (1,8-Bis(4-hydroxy-2,2,6,6-tetramethylpiperidin-1-yloxy)-octane). As a reaction SMILES: [OH-].[K+].C([O:11][CH:12]1[CH2:17][C:16]([CH3:19])([CH3:18])[N:15]([O:20][CH2:21][CH2:22][CH2:23][CH2:24][CH2:25][CH2:26][CH2:27][CH2:28][O:29][N:30]2[C:35]([CH3:37])([CH3:36])[CH2:34][CH:33]([O:38]C(=O)C3C=CC=CC=3)[CH2:32][C:31]2([CH3:48])[CH3:47])[C:14]([CH3:50])([CH3:49])[CH2:13]1)(=O)C1C=CC=CC=1>C(O)C>[OH:38][CH:33]1[CH2:34][C:35]([CH3:37])([CH3:36])[N:30]([O:29][CH2:28][CH2:27][CH2:26][CH2:25][CH2:24][CH2:23][CH2:22][CH2:21][O:20][N:15]2[C:14]([CH3:50])([CH3:49])[CH2:13][CH:12]([OH:11])[CH2:17][C:16]2([CH3:19])[CH3:18])[C:31]([CH3:48])([CH3:47])[CH2:32]1 |f:0.1|. Procedure details: The title compound is prepared by basic hydrolysis (potassium hydroxide in ethanol) of the compound prepared in Example 23A.